From a dataset of the Open Reaction Database (ORD), a public repository of structured organic reaction records. describe an organic reaction: reactants, conditions, products, and yield Reactants: C(=O)C1=CC=C(C=N1)N1CCN(CC1)C(=O)OC(C)(C)C (tert-butyl 4-(6-formylpyridin-3-yl)piperazine-1-carboxylate), FC(C(=O)O)(F)F (trifluoroacetic acid), C(O)([O-])=O.[Na+] (sodium hydrogen carbonate), C(C)(=O)OC(C)=O (acetic anhydride). Run in ClCCl (dichloromethane), ClCCl (dichloromethane). Conditions: temperature 0 celsius, time 1 hour. The product is C(C)(=O)N1CCN(CC1)C=1C=CC(=NC1)C=O (5-(4-acetylpiperazin-1-yl)pyridine-2-carbaldehyde). Yield: 67.9%. As a reaction SMILES: [CH:1]([C:3]1[N:8]=[CH:7][C:6]([N:9]2[CH2:14][CH2:13][N:12]([C:15]([O:17]C(C)(C)C)=O)[CH2:11][CH2:10]2)=[CH:5][CH:4]=1)=[O:2].F[C:23](F)(F)C(O)=O.C(OC(=O)C)(=O)C.C(=O)([O-])O.[Na+]>ClCCl>[C:15]([N:12]1[CH2:13][CH2:14][N:9]([C:6]2[CH:5]=[CH:4][C:3]([CH:1]=[O:2])=[N:8][CH:7]=2)[CH2:10][CH2:11]1)(=[O:17])[CH3:23] |f:3.4|. Procedure details: To a solution of tert-butyl 4-(6-formylpyridin-3-yl)piperazine-1-carboxylate (270.4 mg, 0.9281 mmol) in dichloromethane (2.5 ml) was added trifluoroacetic acid (2.5 ml) at 0° C. After stirring at 0° C. for 1 hr, the reaction mixture was concentrated under reduced pressure. Anhydrous dichloromethane (2.5 ml) was added to the residue, acetic anhydride (0.105 ml, 1.114 mmol) was added, and the mixture was stirred at room temperature for 1 hr. Saturated aqueous sodium hydrogen carbonate solution was... Starting materials: OC1=C(C=C(C=C1)C)N1N=C2C(=N1)C=CC(=C2)OC (2-(2′-hydroxy-5′-methyphenyl)-5-methoxybenzotriazole), BrBr (bromine), N(=NC(C#N)(C)C)C(C#N)(C)C (azobis isobutyronitrile), OC1=C(C=C(C=C1)C)N1N=C2C(=N1)C=CC(=C2)OC (2-(2′-hydroxy-5′-methyphenyl)-5-methoxybenzotriazole), N(=NC(C#N)(C)C)C(C#N)(C)C (AIBN), 2′-hydroxy-5′-methyphenyl-5-methoxybenzotriazole. Solvent: C(Cl)(Cl)(Cl)Cl (carbon tetrachloride), C(Cl)(Cl)(Cl)Cl (carbon tetrachloride). The product is OC1=C(C=C(C=C1)CBr)N1N=C2C(=N1)C=CC(=C2)OC (2-(2′-hydroxy-5′-bromomethyphenyl)-5-methoxybenzotriazole). As a reaction SMILES: [OH:1][C:2]1[CH:7]=[CH:6][C:5]([CH3:8])=[CH:4][C:3]=1[N:9]1[N:13]=[C:12]2[CH:14]=[CH:15][C:16]([O:18][CH3:19])=[CH:17][C:11]2=[N:10]1.N(C(C)(C)C#N)=NC(C)(C)C#N.[Br:32]Br>C(Cl)(Cl)(Cl)Cl>[OH:1][C:2]1[CH:7]=[CH:6][C:5]([CH2:8][Br:32])=[CH:4][C:3]=1[N:9]1[N:13]=[C:12]2[CH:14]=[CH:15][C:16]([O:18][CH3:19])=[CH:17][C:11]2=[N:10]1. Procedure: 2-(2′-hydroxy-5′-bromomethyphenyl)-5-methoxybenzotriazole was prepared from the bromination of 2-(2′-hydroxy-5′-methyphenyl)-5-methoxybenzotriazole using azobis isobutyronitrile (AIBN) as an initiator. In a 500 ml three-necked round bottomed flask, 5.693 g (0.0223 mol) 2-(2′-hydroxy-5′-methyphenyl)-5-methoxybenzotriazole and 100 mg of AIBN were taken and dissolved in 150 ml of dry carbon tetrachloride. In a separate conical flask 4.18 g (1.5 ml. 0.03 mol) of bromine was dissolved in 75 ml of dry... Reactants: O=c1ccn(C2OC(CO)C(O)C2F)c(=O)[nH]1, [K+], [K+], [K+], [K+], [K+], [N-]=[N+]=[N-], COc1nc(N)nc2nc[nH]c12, [OH-], O=P([O-])([O-])[O-]. The product is COc1nc(N)nc2c1ncn2C1OC(CO)C(O)C1F. RXN SMILES: [F:13][CH:14]1[CH:15]([n:22]2[cH:23][cH:24][c:25](=[O:26])[nH:27][c:28]2=[O:29])[O:16][CH:17]([CH2:20][OH:21])[CH:18]1[OH:19].[K+:33].[K+:35].[K+:41].[K+:42].[K+:43].[N-:30]=[N+:31]=[N-:32].[NH2:1][c:2]1[n:3][c:4]([O:11][CH3:12])[c:5]2[nH:6][cH:7][n:8][c:9]2[n:10]1.[OH-:34].[P:36]([O-:37])([O-:38])([O-:39])=[O:40]>>[NH2:1][c:2]1[n:3][c:4]([O:11][CH3:12])[c:5]2[n:6][cH:7][n:8]([CH:15]3[CH:14]([F:13])[CH:18]([OH:19])[CH:17]([CH2:20][OH:21])[O:16]3)[c:9]2[n:10]1. Starting materials: Brc1ccc(Cc2ccccc2OCc2ccccc2)cc1, C1CCOC1, [Li]CCCC, CCCCCC, [Cl-], [NH4+], O=C1CCCC1. The product is OC1(c2ccc(Cc3ccccc3OCc3ccccc3)cc2)CCCC1. As a reaction SMILES: [CH2:12]([c:13]1[cH:14][cH:15][cH:16][cH:17][cH:18]1)[O:19][c:20]1[c:21]([CH2:26][c:27]2[cH:28][cH:29][c:30]([Br:33])[cH:31][cH:32]2)[cH:22][cH:23][cH:24][cH:25]1.[CH2:42]1[O:43][CH2:44][CH2:45][CH2:46]1.[CH2:7]([Li:8])[CH2:9][CH2:10][CH3:11].[CH3:1][CH2:2][CH2:3][CH2:4][CH2:5][CH3:6].[Cl-:40].[NH4+:41].[O:34]=[C:35]1[CH2:36][CH2:37][CH2:38][CH2:39]1>>[CH2:12]([c:13]1[cH:14][cH:15][cH:16][cH:17][cH:18]1)[O:19][c:20]1[c:21]([CH2:26][c:27]2[cH:28][cH:29][c:30]([C:35]3([OH:34])[CH2:36][CH2:37][CH2:38][CH2:39]3)[cH:31][cH:32]2)[cH:22][cH:23][cH:24][cH:25]1.